This data is from the Open Reaction Database (ORD), a public repository of structured organic reaction records. The task is: describe an organic reaction: reactants, conditions, products, and yield Starting materials: FC1=CC(=C(N)C=C1)C (4-fluoro-2-methylaniline), CC=1C(=NC(=NC1C)Cl)N1C(C2=C(CC1)C=CS2)C (5,6-dimethyl-4-(7-methyl-4,5,6,7-tetrahydrothieno[2,3-c]pyridin-6-yl)-2-chloropyrimidine). Run in CN(C=O)C (dimethylformamide). Product: Cl.CC=1C(=NC(=NC1C)NC1=C(C=C(C=C1)F)C)N1C(C2=C(CC1)C=CS2)C (5,6-Dimethyl-2-(2-methyl-4-fluorophenylamino)-4-(7-methyl-4,5,6,7-tetrahydrothieno[2,3-c]pyridin-6-yl)pyrimidine hydrochloride). Isolated yield 12.5%. RXN SMILES: [F:1][C:2]1[CH:8]=[CH:7][C:5]([NH2:6])=[C:4]([CH3:9])[CH:3]=1.[CH3:10][C:11]1[C:12]([N:19]2[CH2:24][CH2:23][C:22]3[CH:25]=[CH:26][S:27][C:21]=3[CH:20]2[CH3:28])=[N:13][C:14]([Cl:18])=[N:15][C:16]=1[CH3:17]>CN(C)C=O>[ClH:18].[CH3:10][C:11]1[C:12]([N:19]2[CH2:24][CH2:23][C:22]3[CH:25]=[CH:26][S:27][C:21]=3[CH:20]2[CH3:28])=[N:13][C:14]([NH:6][C:5]2[CH:7]=[CH:8][C:2]([F:1])=[CH:3][C:4]=2[CH3:9])=[N:15][C:16]=1[CH3:17] |f:3.4|. Procedure: After 4-fluoro-2-methylaniline(0.5 ml, 4.6 mmol) was added to a mixture solution of 5,6-dimethyl-4-(7-methyl-4,5,6,7-tetrahydrothieno[2,3-c]pyridin-6-yl)-2-chloropyrimidine(0.68 g, 2.3 mmol) and dimethylformamide(5 ml), 0.12 g of the titled compound was obtained in accordance with the same procedure as in Step 2 of Example 1.